From a dataset of the Open Reaction Database (ORD), a public repository of structured organic reaction records. describe an organic reaction: reactants, conditions, products, and yield The reactants are Brc1cccc(Br)n1, C1CCOC1, CCOC(C)=O, OC1CCNC1. The product is OC1CCN(c2cccc(Br)n2)C1. As a reaction SMILES: [Br:1][c:2]1[n:3][c:4]([Br:8])[cH:5][cH:6][cH:7]1.[CH2:15]1[O:16][CH2:17][CH2:18][CH2:19]1.[CH3:20][CH2:21][O:22][C:23](=[O:24])[CH3:25].[NH:9]1[CH2:10][CH:11]([OH:14])[CH2:12][CH2:13]1>>[c:2]1([N:9]2[CH2:10][CH:11]([OH:14])[CH2:12][CH2:13]2)[n:3][c:4]([Br:8])[cH:5][cH:6][cH:7]1.